The task is: describe an organic reaction: reactants, conditions, products, and yield. This data is from the Open Reaction Database (ORD), a public repository of structured organic reaction records. The reactants are CC1=C(SC=C1)C(CC1=C(C=C(C=C1)Cl)[N+](=O)[O-])NC (α-(3-methyl-2-thienyl)-N-methyl-4-chloro-2-nitrobenzeneethana mine), Cl (hydrochloric acid). The reagents and catalysts are [Fe] (iron). Solvent: C(C)O (ethanol), O (water). The product is Cl.Cl.NC1=C(C=CC(=C1)Cl)CC(NC)C=1SC=CC1C (2-Amino-4-chloro-N-methyl-α-(3-methyl-2-thienyl)benzeneethanamine dihydrochloride). RXN SMILES: [CH3:1][C:2]1[CH:6]=[CH:5][S:4][C:3]=1[CH:7]([NH:19][CH3:20])[CH2:8][C:9]1[CH:14]=[CH:13][C:12]([Cl:15])=[CH:11][C:10]=1[N+:16]([O-])=O.[ClH:21]>C(O)C.O.[Fe]>[ClH:15].[ClH:21].[NH2:16][C:10]1[CH:11]=[C:12]([Cl:15])[CH:13]=[CH:14][C:9]=1[CH2:8][CH:7]([C:3]1[S:4][CH:5]=[CH:6][C:2]=1[CH3:1])[NH:19][CH3:20] |f:5.6.7|. Reported procedure: A solution of 10 g of α-(3-methyl-2-thienyl)-N-methyl-4-chloro-2-nitrobenzeneethana mine in 150 ml of 95% ethanol and 40 ml water was treated with 22 g of reduced electrolytic iron and 1 ml of concentrated hydrochloric acid, and the mixture was refluxed for 0.5 hr, with stirring. The resulting mixture was filtered, and the filter cake was washed with 95% ethanol. The filtrate was basified with 10% sodium hydroxide solution, extracted with dichloromethane and the organic phase was dried over anhy... Starting materials: Clc1ccc2c(c1)C(c1ccccc1Cl)=NCCN2, O=C(CCCl)N=C=S, C1CCOC1. Product: O=C1CCSC(N2CCN=C(c3ccccc3Cl)c3cc(Cl)ccc32)=N1. RXN SMILES: [Cl:1][c:2]1[cH:3][cH:4][c:5]2[c:6]([cH:19]1)[C:7]([c:12]1[c:13]([Cl:18])[cH:14][cH:15][cH:16][cH:17]1)=[N:8][CH2:9][CH2:10][NH:11]2.[Cl:20][CH2:21][CH2:22][C:23](=[O:24])[N:25]=[C:26]=[S:27].[O:28]1[CH2:29][CH2:30][CH2:31][CH2:32]1>>[Cl:1][c:2]1[cH:3][cH:4][c:5]2[c:6]([cH:19]1)[C:7]([c:12]1[c:13]([Cl:18])[cH:14][cH:15][cH:16][cH:17]1)=[N:8][CH2:9][CH2:10][N:11]2[C:26]1=[N:25][C:23](=[O:24])[CH2:22][CH2:21][S:27]1. The reactants are NCCCN1CCC(CC1)C=1C=C(C=CC1)NC(C(C)C)=O (N-{3-[1-(3-aminopropyl)-4-piperidinyl]phenyl}-2-methylpropanamide), ClC1=C(C(=CC=C1)Cl)C1=NOC(=C1C(=O)Cl)C (3-(2,6-dichlorophenyl)-5-methyl-4-isoxazolecarbonyl chloride). The product is ClC1=C(C(=CC=C1)Cl)C1=NOC(=C1C(=O)NCCCN1CCC(CC1)C1=CC(=CC=C1)NC(C(C)C)=O)C (3-(2,6-DICHLOROPHENYL)-N-(3-{4-[3-(ISOBUTYRYLAMINO)PHENYL]-1-PIPERIDINYL}PROPYL)-5-METHYL-4-ISOXAZOLECARBOXAMIDE). RXN SMILES: [NH2:1][CH2:2][CH2:3][CH2:4][N:5]1[CH2:10][CH2:9][CH:8]([C:11]2[CH:12]=[C:13]([NH:17][C:18](=[O:22])[CH:19]([CH3:21])[CH3:20])[CH:14]=[CH:15][CH:16]=2)[CH2:7][CH2:6]1.[Cl:23][C:24]1[CH:29]=[CH:28][CH:27]=[C:26]([Cl:30])[C:25]=1[C:31]1[C:35]([C:36](Cl)=[O:37])=[C:34]([CH3:39])[O:33][N:32]=1>>[Cl:23][C:24]1[CH:29]=[CH:28][CH:27]=[C:26]([Cl:30])[C:25]=1[C:31]1[C:35]([C:36]([NH:1][CH2:2][CH2:3][CH2:4][N:5]2[CH2:10][CH2:9][CH:8]([C:11]3[CH:16]=[CH:15][CH:14]=[C:13]([NH:17][C:18](=[O:22])[CH:19]([CH3:20])[CH3:21])[CH:12]=3)[CH2:7][CH2:6]2)=[O:37])=[C:34]([CH3:39])[O:33][N:32]=1. Procedure details: Prepared by Procedure Q1 and Scheme AC using N-{3-[1-(3-aminopropyl)-4-piperidinyl]phenyl}-2-methylpropanamide and 3-(2,6-dichlorophenyl)-5-methyl-4-isoxazolecarbonyl chloride: 1H NMR (400 MHz, CDCl3) δ 7.50 (d, 1H, J=2.3 Hz), 7.48 (s, 1H), 7.4 (m, 1H), 7.39 (s, 1H), 7.37 (m, 2H), 7.24 (t, 1H, J=7.2 Hz), 6.92 (d, 1H, J=7.9 Hz), 6.06 (s, 1H), 3.31 (q, 2H, J=6.4 Hz), 2.94 (d, 2H, J=10.8 Hz), 2.79 (s, 3H), 2.53 (q, 1H, J=6.1), 2.47 (tt, 1H, J=4.2, 11.4 Hz), 2.29 (t, 2H, J=7.2 Hz), 1.99 (t, 2H, J=11... Reactants: C(O)([O-])=O.[Na+] (sodium hydrogen carbonate), FC1=C(C=CC=C1)B(O)O (2-fluorophenylboronic acid), tetrakis(triphenylphosphine )palladium(0), C(C1=CC=CC=C1)(=O)NC1=C(C(=O)OC(C)(C)C)C=CC(=C1)Br (tert-butyl 2-(benzamido)-4-bromobenzoate), FC1=C(C=CC=C1)B(O)O (2-fluorophenylboronic acid), [Na] (sodium), C(O)([O-])=O (hydrogen carbonate). The reagents and catalysts are C=1C=CC(=CC1)[P](C=2C=CC=CC2)(C=3C=CC=CC3)[Pd]([P](C=4C=CC=CC4)(C=5C=CC=CC5)C=6C=CC=CC6)([P](C=7C=CC=CC7)(C=8C=CC=CC8)C=9C=CC=CC9)[P](C=1C=CC=CC1)(C=1C=CC=CC1)C=1C=CC=CC1 (tetrakis(triphenylphosphine)palladium(0)). Solvent: C1(=CC=CC=C1)C (toluene), C1(=CC=CC=C1)C (toluene), C(C)O (ethanol). Yields the product C(C1=CC=CC=C1)(=O)NC1=C(C(=O)OC(C)(C)C)C=CC(=C1)C1=C(C=CC=C1)F (tert-butyl 2-(benzamido)-4-(2-fluorophenyl)benzoate). Reaction SMILES: [F:1][C:2]1[CH:7]=[CH:6][CH:5]=[CH:4][C:3]=1B(O)O.[Na].C(=O)([O-])O.[C:16]([NH:24][C:25]1[CH:37]=[C:36](Br)[CH:35]=[CH:34][C:26]=1[C:27]([O:29][C:30]([CH3:33])([CH3:32])[CH3:31])=[O:28])(=[O:23])[C:17]1[CH:22]=[CH:21][CH:20]=[CH:19][CH:18]=1.C(=O)([O-])O.[Na+]>C1C=CC([P]([Pd]([P](C2C=CC=CC=2)(C2C=CC=CC=2)C2C=CC=CC=2)([P](C2C=CC=CC=2)(C2C=CC=CC=2)C2C=CC=CC=2)[P](C2C=CC=CC=2)(C2C=CC=CC=2)C2C=CC=CC=2)(C2C=CC=CC=2)C2C=CC=CC=2)=CC=1.C1(C)C=CC=CC=1.C(O)C>[C:16]([NH:24][C:25]1[CH:37]=[C:36]([C:3]2[CH:4]=[CH:5][CH:6]=[CH:7][C:2]=2[F:1])[CH:35]=[CH:34][C:26]=1[C:27]([O:29][C:30]([CH3:32])([CH3:33])[CH3:31])=[O:28])(=[O:23])[C:17]1[CH:18]=[CH:19][CH:20]=[CH:21][CH:22]=1 |f:4.5,^1:10,47,49,68,87|. Procedure details: 56 mg of 2-fluorophenylboronic acid, 0.10 g of sodium, hydrogen carbonate, 0.6 mL of ethanol, 0.3 mL of wafer and 23 mg of tetrakis(triphenylphosphine)palladium(0) were added to 2.1 mL of toluene solution containing 0.15 g of tert-butyl 2-(benzamido)-4-bromobenzoate, and the resulting mixture was heated to reflux for 2 hours, lifter the reaction mixture was cooled to room temperature, 17 mg of 2-fluorophenylboronic acid and 23 mg of tetrakis(triphenylphosphine )palladium(0) were added and she re... Reaction conditions: time 10 minute. The yield is 43.9%. Reaction SMILES: [CH3:1][N:2]1[CH:6]=[CH:5][C:4]([NH2:7])=[N:3]1.[H-].[Na+].Br[C:11]1[C:12]2[N:13]([C:18]([C:21]([NH:23][C:24]3[CH:29]=[CH:28][N:27]=[CH:26][C:25]=3[F:30])=[O:22])=[CH:19][N:20]=2)[N:14]=[C:15]([Cl:17])[CH:16]=1.CO>CN(C=O)C>[Cl:17][C:15]1[CH:16]=[C:11]([NH:7][C:4]2[CH:5]=[CH:6][N:2]([CH3:1])[N:3]=2)[C:12]2[N:13]([C:18]([C:21]([NH:23][C:24]3[CH:29]=[CH:28][N:27]=[CH:26][C:25]=3[F:30])=[O:22])=[CH:19][N:20]=2)[N:14]=1 |f:1.2|. Solvent: CN(C)C=O (DMF). Procedure details: To a solution of 1-methyl-1H-pyrazol-3-amine (37.2 mg, 0.383 mmol) in DMF (0.8 mL) was added 60% NaH (14.10 mg, 0.353 mmol). The mixture was stirred for 10 min. Solid 8A (50 mg, 0.153 mmol) was added in one portion. The reaction mixture was stirred at room temperature for 3 h. Methanol (5 mL) was added and a solid precipitated that was collected by filtration and dried to give 18A (26 mg, 37%) as an off white solid. [M+H]=387. HPLC Peak Rt=2.753 minutes. (Chromolith column 4.6×50 mm eluting with... Reactants: CN1N=C(C=C1)N (1-methyl-1H-pyrazol-3-amine), [H-].[Na+] (NaH), CO (Methanol), BrC=1C=2N(N=C(C1)Cl)C(=CN2)C(=O)NC2=C(C=NC=C2)F (8-bromo-6-chloro-N-(3-fluoropyridin-4-yl)imidazo[1,2-b]pyridazine-3-carboxamide). The product is ClC=1C=C(C=2N(N1)C(=CN2)C(=O)NC2=C(C=NC=C2)F)NC2=NN(C=C2)C (6-chloro-N-(3-fluoropyridin-4-yl)-8-(1-methyl-1H-pyrazol-3-ylamino)imidazo[1,2-b]pyridazine-3-carboxamide). Starting materials: C1(=CC=CC=C1)C (toluene), COC1=CC=C(C=C1)[Te](=O)C1=CC=C(C=C1)OC (bis-(p-methoxyphenyl)-telluroxide). Yields the product benzene-petroleum ether, COC1=CC=C(C=C1)[Te]C1=CC=C(C=C1)OC (bis-(p-methoxyphenyl)-telluride), C1(=C(C=CC=C1)C1(CC=C(C=C1)[Te]C1=CCC(C=C1)(C1=C(C=CC=C1)C)OC)OC)C (p-tolyl-p-methoxyphenyltelluride). The yield is 26.0%. RXN SMILES: [CH3:1][O:2][C:3]1[CH:8]=[CH:7][C:6]([Te:9]([C:11]2[CH:16]=[CH:15][C:14]([O:17][CH3:18])=[CH:13][CH:12]=2)=O)=[CH:5][CH:4]=1.[C:19]1([CH3:25])[CH:24]=[CH:23][CH:22]=[CH:21][CH:20]=1>>[CH3:18][O:17][C:14]1[CH:13]=[CH:12][C:11]([Te:9][C:6]2[CH:7]=[CH:8][C:3]([O:2][CH3:1])=[CH:4][CH:5]=2)=[CH:16][CH:15]=1.[C:19]1([CH3:25])[CH:24]=[CH:23][CH:22]=[CH:21][C:20]=1[C:14]1([O:17][CH3:18])[CH:15]=[CH:16][C:11]([Te:9][C:6]2[CH:7]=[CH:8][C:3]([O:2][CH3:1])([C:20]3[CH:21]=[CH:22][CH:23]=[CH:24][C:19]=3[CH3:25])[CH2:4][CH:5]=2)=[CH:12][CH2:13]1. Procedure details: p-Tolylydrazine (61 mg, 0.50 mmol) was reacted with bis-(p-methoxyphenyl)-telluroxide for 0.2 h. to yield toluene (30%); p.l.c. (benzene-petroleum ether 1:1) afforded bis-(p-methoxyphenyl)-telluride (102 mg, 59%) and p-tolyl-p-methoxyphenyltelluride (28) (43 mg, 26%). The latter, on recrystallisation from methanol gave white needles, m.p. 65.5°-67° (lit., 64°-64.5°), δ(CDCl3) 7.67 and 7.47 (both d, J 9 Hz, combined integral 4H), 6.93 and 6.70 (both d, J 9 Hz, combined integral 4H), 3.77 (3H,S), ... The reactants are Two, C(C1=CC=CC=C1)N1CC2=C(N=CN=C2Cl)CC1 (6-benzyl-4-chloro-5,6,7,8-tetrahydropyrido[4,3-d]pyrimidine), ClC1=CC=C(C=C1)[C@@H](C)N ((R)-1-(4-chloro-phenyl)-ethylamine), C(C)(C)N(C(C)C)CC (N,N-diisopropylethylamine). Solvent: C(C)#N (acetonitrile). Conditions: temperature 200 celsius. Product: C(C1=CC=CC=C1)N1CC2=C(N=CN=C2N[C@H](C)C2=CC=C(C=C2)Cl)CC1 ((R)-6-Benzyl-N-(1-(4-chlorophenyl)ethyl)-5,6,7,8-tetrahydropyrido[4,3-d]pyrimidin-4-amine). Isolated yield 87.2%. As a reaction SMILES: [CH2:1]([N:8]1[CH2:18][CH2:17][C:11]2[N:12]=[CH:13][N:14]=[C:15](Cl)[C:10]=2[CH2:9]1)[C:2]1[CH:7]=[CH:6][CH:5]=[CH:4][CH:3]=1.[Cl:19][C:20]1[CH:25]=[CH:24][C:23]([C@H:26]([NH2:28])[CH3:27])=[CH:22][CH:21]=1.C(N(CC)C(C)C)(C)C>C(#N)C>[CH2:1]([N:8]1[CH2:18][CH2:17][C:11]2[N:12]=[CH:13][N:14]=[C:15]([NH:28][C@@H:26]([C:23]3[CH:24]=[CH:25][C:20]([Cl:19])=[CH:21][CH:22]=3)[CH3:27])[C:10]=2[CH2:9]1)[C:2]1[CH:7]=[CH:6][CH:5]=[CH:4][CH:3]=1. Procedure: Two 20 mL microwave vials were charged with a half portion of 6-benzyl-4-chloro-5,6,7,8-tetrahydropyrido[4,3-d]pyrimidine (3.50 g, 13.5 mmol), (R)-1-(4-chloro-phenyl)-ethylamine (4.20 g, 27.0 mmol), N,N-diisopropylethylamine (4.7 mL, 27 mmol) and acetonitrile (20 mL); and the mixture was heated in a microwave at 200° C. for 2.5 h. The mixture was concentrated in vacuo, and the residue was taken up in CH2Cl2 (100 mL) and ethyl acetate (20 mL), washed with 0.5 M aq. NaH2PO4 (pH 4, 100 mL), dried (...